From a dataset of the Open Reaction Database (ORD), a public repository of structured organic reaction records. describe an organic reaction: reactants, conditions, products, and yield Reactants: COc1cccc(OC)c1C(=O)Cl, Cc1ccccc1, ClCCl, CCC1(c2cc(N)no2)CCCCC1. Yields the product CCC1(c2cc(NC(=O)c3c(OC)cccc3OC)no2)CCCCC1. RXN SMILES: [CH3:15][O:16][c:17]1[c:18]([C:19](=[O:20])[Cl:21])[c:22]([O:26][CH3:27])[cH:23][cH:24][cH:25]1.[CH3:28][c:29]1[cH:30][cH:31][cH:32][cH:33][cH:34]1.[Cl:35][CH2:36][Cl:37].[NH2:1][c:2]1[n:3][o:4][c:5]([C:7]2([CH2:13][CH3:14])[CH2:8][CH2:9][CH2:10][CH2:11][CH2:12]2)[cH:6]1>>[NH:1]([c:2]1[n:3][o:4][c:5]([C:7]2([CH2:13][CH3:14])[CH2:8][CH2:9][CH2:10][CH2:11][CH2:12]2)[cH:6]1)[C:19]([c:18]1[c:17]([O:16][CH3:15])[cH:25][cH:24][cH:23][c:22]1[O:26][CH3:27])=[O:20].